From a dataset of the Open Reaction Database (ORD), a public repository of structured organic reaction records. describe an organic reaction: reactants, conditions, products, and yield The reactants are CN1N=NN=C1S (1-Methyl-5-mercapto-1,2,3,4-tetrazole), C([O-])([O-])=O.[K+].[K+] (potassium carbonate), N1=C(C=CC=C1)C(=O)CCCCl (3-chloropropyl 2-pyridyl ketone). Run in CC(=O)C (acetone). Reaction conditions: time 2 hour. The product is CN1N=NN=C1SCCCC(=O)C1=NC=CC=C1 (1-methyl-5-[3-(2-pyridylcarbonyl)propyl]thio-1,2,3,4-tetrazole). The yield is 50.0%. As a reaction SMILES: [CH3:1][N:2]1[C:6]([SH:7])=[N:5][N:4]=[N:3]1.C(=O)([O-])[O-].[K+].[K+].[N:14]1[CH:19]=[CH:18][CH:17]=[CH:16][C:15]=1[C:20]([CH2:22][CH2:23][CH2:24]Cl)=[O:21]>CC(C)=O>[CH3:1][N:2]1[C:6]([S:7][CH2:24][CH2:23][CH2:22][C:20]([C:15]2[CH:16]=[CH:17][CH:18]=[CH:19][N:14]=2)=[O:21])=[N:5][N:4]=[N:3]1 |f:1.2.3|. Procedure: 1-Methyl-5-mercapto-1,2,3,4-tetrazole (1.2 g), potassium carbonate (2.1 g) and 3-chloropropyl 2-pyridyl ketone (2.8 g) are added to acetone (50 ml) and the mixture is refluxed with stirring for 2 hours. The reaction mixture is concentrated to dryness under reduced pressure and the residue is dissolved in chloroform. Insolubles are filtered off and the filtrated is concentrate under reduced pressure. The residue is purified by silica gel column chromatography (Kieselgel 60, eluant: benzene-ether ... The reactants are [Si](C)(C)(C(C)(C)C)OC=1C=C2CCC(CC2=CC1)C1=C(C=C(C=C1)OC)N (2-[6-(tert-butyldimethylsilyloxy)-1,2,3,4-tetrahydronaphthalen-2-yl]-5-methoxyphenylamine), Cl.N1(CCCCCC1)CCOC1=CC=C(C(=O)Cl)C=C1 (4-(2-azepan-1-ylethoxy)benzoyl chloride hydrochloride), N1(CCCCCC1)CCOC1=CC=C(CNC2=C(C=CC(=C2)OC)C2CC3=CC=C(C=C3CC2)O[Si](C)(C)C(C)(C)C)C=C1 ([4-(2-azepan-1-ylethoxy)benzyl]{2-[6-(tert-butyldimethylsilyloxy)-1,2,3,4-tetrahydronaphthalen-2-yl]-5-methoxyphenyl}amine). Product: N1(CCCCCC1)CCOC1=CC=C(CNCCC2=C(C=CC(=C2)OC)C2CC3=CC=C(C=C3CC2)O[Si](C)(C)C(C)(C)C)C=C1 ([4-(2-azepan-1-ylethoxy)benzyl]{2-[6-(tert-butyldimethylsilyloxy)-1,2,3,4-tetrahydronaphthalen-2-yl]-5-methoxyphenyl}ethylamine). Reaction SMILES: [Si:1]([O:8][C:9]1[CH:10]=[C:11]2[C:16](=[CH:17][CH:18]=1)[CH2:15][CH:14]([C:19]1[CH:24]=[CH:23][C:22]([O:25][CH3:26])=[CH:21][C:20]=1N)[CH2:13][CH2:12]2)([C:4]([CH3:7])([CH3:6])[CH3:5])([CH3:3])[CH3:2].Cl.N1(CCOC2C=CC(C(Cl)=O)=CC=2)CCCCCC1.[N:48]1([CH2:55][CH2:56][O:57][C:58]2[CH:91]=[CH:90][C:61]([CH2:62][NH:63][C:64]3C=C(OC)C=C[C:65]=3C3CCC4C(=CC=C(O[Si](C(C)(C)C)(C)C)C=4)C3)=[CH:60][CH:59]=2)[CH2:54][CH2:53][CH2:52][CH2:51][CH2:50][CH2:49]1>>[N:48]1([CH2:55][CH2:56][O:57][C:58]2[CH:59]=[CH:60][C:61]([CH2:62][NH:63][CH2:64][CH2:65][C:20]3[CH:21]=[C:22]([O:25][CH3:26])[CH:23]=[CH:24][C:19]=3[CH:14]3[CH2:13][CH2:12][C:11]4[C:16](=[CH:17][CH:18]=[C:9]([O:8][Si:1]([C:4]([CH3:7])([CH3:5])[CH3:6])([CH3:3])[CH3:2])[CH:10]=4)[CH2:15]3)=[CH:90][CH:91]=2)[CH2:49][CH2:50][CH2:51][CH2:52][CH2:53][CH2:54]1 |f:1.2|. Reported procedure: Synthesized from 2-[6-(tert-butyldimethylsilyloxy)-1,2,3,4-tetrahydronaphthalen-2-yl]-5-methoxyphenylamine and 4-(2-azepan-1-ylethoxy)benzoyl chloride hydrochloride according to an analogous synthetic method to Example 152, [4-(2-azepan-1-ylethoxy)benzyl]{2-[6-(tert-butyldimethylsilyloxy)-1,2,3,4-tetrahydronaphthalen-2-yl]-5-methoxyphenyl}amine (448 mg) was used according to an analogous synthetic method to Example 36 to provide [4-(2-azepan-1-ylethoxy)benzyl]{2-[6-(tert-butyldimethylsilyloxy)-1... Starting materials: C(C1=CC=CC=C1)C1C(CCC2=CC=C(C=C12)CNS(=O)(=O)CCC)NC(OC(C)(C)C)=O (tert-Butyl 1-benzyl-7-(propylsulfonamidomethyl)-1,2,3,4-tetrahydronaphthalen-2-ylcarbamate), FC(C(=O)O)(F)F (trifluoroacetic acid). Run in ClCCl (dichloromethane). Product: NC1CCC=2C=CC(=CC2C1CC1=CC=CC=C1)CNS(=O)(=O)CCC (N-((7-Amino-8-benzyl-5,6,7,8-tetrahydronaphthalen-2-yl)methyl)propane-1-sulfonamide). RXN SMILES: [CH2:1]([CH:8]1[C:17]2[C:12](=[CH:13][CH:14]=[C:15]([CH2:18][NH:19][S:20]([CH2:23][CH2:24][CH3:25])(=[O:22])=[O:21])[CH:16]=2)[CH2:11][CH2:10][CH:9]1[NH:26]C(=O)OC(C)(C)C)[C:2]1[CH:7]=[CH:6][CH:5]=[CH:4][CH:3]=1.FC(F)(F)C(O)=O>ClCCl>[NH2:26][CH:9]1[CH:8]([CH2:1][C:2]2[CH:7]=[CH:6][CH:5]=[CH:4][CH:3]=2)[C:17]2[CH:16]=[C:15]([CH2:18][NH:19][S:20]([CH2:23][CH2:24][CH3:25])(=[O:22])=[O:21])[CH:14]=[CH:13][C:12]=2[CH2:11][CH2:10]1. Procedure details: tert-Butyl 1-benzyl-7-(propylsulfonamidomethyl)-1,2,3,4-tetrahydronaphthalen-2-ylcarbamate (0.628 g, 1.33 mmol) was dissolved in dichloromethane (5 mL) and trifluoroacetic acid (0.5 mL, 6.49 mmol) and stirred overnight at room temperature. The solution was evaporated and partitioned between saturated aqueous NaHCO3 and ethyl acetate. Water was extracted with ethyl acetate (2×30 mL). The collected organic extracts were dried on MgSO4 and evaporated under reduced pressure to give a brown oil. Prod... The reactants are CO, COC(=O)CCCCC=O, O, Cc1ccc(S(=O)(=O)O)cc1. Yields the product O=CCCCCC(=O)O. RXN SMILES: [CH3:23][OH:24].[CH:1](=[O:2])[CH2:3][CH2:4][CH2:5][CH2:6][C:7](=[O:8])[O:9][CH3:10].[OH2:11].[c:12]1([CH3:13])[cH:14][cH:15][c:16]([S:17]([OH:18])(=[O:19])=[O:20])[cH:21][cH:22]1>>[CH:1](=[O:2])[CH2:3][CH2:4][CH2:5][CH2:6][C:7](=[O:8])[OH:9]. Starting materials: C(C)N(C(C1=CC=C(C=C1)Br)=O)CC (N,N-diethyl-4-bromo-benzamide), LiAlH(Ot-Bu)3, EtOAc Hexanes. Solvent: O1CCCC1 (THF), O1CCCC1 (tetrahydrofuran). Product: BrC1=CC=C(C=O)C=C1 (4-Bromobenzaldehyde). Isolated yield 96.2%. Reaction SMILES: C(N(CC)[C:4](=[O:12])[C:5]1[CH:10]=[CH:9][C:8]([Br:11])=[CH:7][CH:6]=1)C>O1CCCC1>[Br:11][C:8]1[CH:9]=[CH:10][C:5]([CH:4]=[O:12])=[CH:6][CH:7]=1. Procedure: To a solution of N,N-diethyl-4-bromo-benzamide (128 mg, 0.5 mmol) (see structural formula at entry 3 of Table 1) and Cp2ZrCl2(207 mg, 0.7 mmol, 1.4 eq.) in THF (3 mL) at RT was rapidly added a 1 M tetrahydrofuran (THF) solution of LiAlH(Ot-Bu)3 (0.7 mL, 0.7 mmol, 1.4 eq.). After addition, thin layer chromatography (TLC) using EtOAc/Hexanes showed the substrate had been consumed completely. The reaction was quenched by distilled H2O immediately. Dilute acid (0.5 N HCl in distilled water) was adde...